Dataset: the Open Reaction Database (ORD), a public repository of structured organic reaction records. Task: describe an organic reaction: reactants, conditions, products, and yield Reactants: C(=O)([O-])[O-].[Na+].[Na+] (Na2CO3), C(=O)(OC(C)(C)C)N([C@@H](C)C(=O)O)C (Boc-MeAla-OH), O (water), B.C1CCOC1 (BH3-THF). Run in C1CCOC1 (THF). Run at temperature 0 celsius, time 1 hour. Product: C(C)(C)(C)OC(N(C)[C@H](CO)C)=O (((S)-2-Hydroxy-1-methyl-ethyl)-methyl-carbamic acid tert-butyl ester). The yield is 97.8%. As a reaction SMILES: [C:1]([N:8]([CH3:14])[C@H:9]([C:11](O)=[O:12])[CH3:10])([O:3][C:4]([CH3:7])([CH3:6])[CH3:5])=[O:2].B.C1COCC1.O.C([O-])([O-])=O.[Na+].[Na+]>C1COCC1>[C:4]([O:3][C:1](=[O:2])[N:8]([C@@H:9]([CH3:10])[CH2:11][OH:12])[CH3:14])([CH3:7])([CH3:5])[CH3:6] |f:1.2,4.5.6|. Reported procedure: 20.3 g Boc-MeAla-OH (100 mmol; Fluka) were dissolved in 80 ml THF and cooled to 0° C. 150 ml 1M BH3-THF (150 mmol; Fluka) were added at 0° C. over 1 h and after additional stirring at 0° C. for 1 h, 65 ml deionized water were added carefully at 0-5° C. After warming up to RT 160 ml 10% Na2CO3 were added and stirring continued for 1 h. The reaction mixture was extracted with 500 ml and 400 ml ethyl acetate and the organic layers were washed with brine and dried (Na2SO4). Removal of the solvent by... The product is CC(CNC1=C(C=2N(C3=CC=CC=C13)N=NN2)N)C (N5 -(2-methylpropyl)tetrazolo[1,5-a]quinoline-4,5-diamine). Reaction SMILES: [CH3:1][CH:2]([CH3:21])[CH2:3][NH:4][C:5]1[C:14]2[C:9](=[CH:10][CH:11]=[CH:12][CH:13]=2)[N:8]2[N:15]=[N:16][N:17]=[C:7]2[C:6]=1[N+:18]([O-])=O>[Pt].C(O)C>[CH3:1][CH:2]([CH3:21])[CH2:3][NH:4][C:5]1[C:14]2[C:9](=[CH:10][CH:11]=[CH:12][CH:13]=2)[N:8]2[N:15]=[N:16][N:17]=[C:7]2[C:6]=1[NH2:18]. Solvent: C(C)O (ethanol). Reported procedure: N-(2-Methylpropyl)-4-nitrotetrazolo[1,5-a]quinolin-5-amine (1.0 g, 3.5 mmole, Example 15), ethanol (100 mL) and Pt/C were placed in a Paar apparatus. The mixture was hydrogenated at 50 psi (3.44×105Pa). The reaction mixture was filtered to remove the catalyst then concentrated under vacuum. The residue was recrystallized from ethyl acetate to provide 0.35 g of N5 -(2-methylpropyl)tetrazolo[1,5-a]quinoline-4,5-diamine as off white needles, m.p. 148-150° C. Analysis: Calculated for C13H16N6 : % C,... The yield is 39.0%. The reactants are CC(CNC1=C(C=2N(C3=CC=CC=C13)N=NN2)[N+](=O)[O-])C (N-(2-methylpropyl)-4-nitrotetrazolo[1,5-a]quinolin-5-amine). Reagents/catalysts: [Pt] (Pt/C). Starting materials: NC1=NC=C(C=N1)B1OC(C)(C)C(C)(C)O1 (2-aminopyrimidine-5-boronic acid pinacol ester), C(=O)([O-])[O-].[Na+].[Na+] (Na2CO3), BrC1=CC2=C(N(C(=N2)C2=C(C=CC=C2)C2=NN(C(O2)=O)C)C(C)(C)C)C=C1 (5-[2-(5-bromo-1-tert-butyl-1H-benzimidazol-2-yl)-phenyl]-3-methyl-3H-[1,3,4]oxadiazol-2-one). The reagents and catalysts are C=1C=CC(=CC1)[P](C=2C=CC=CC2)(C=3C=CC=CC3)[Pd]([P](C=4C=CC=CC4)(C=5C=CC=CC5)C=6C=CC=CC6)([P](C=7C=CC=CC7)(C=8C=CC=CC8)C=9C=CC=CC9)[P](C=1C=CC=CC1)(C=1C=CC=CC1)C=1C=CC=CC1 (tetrakis(triphenylphosphine)palladium(0)). Solvent: CCOC(=O)C (EtOAc), CN(C)C=O (DMF). Conditions: temperature 110 celsius. Product: NC1=NC=C(C=N1)C1=CC2=C(N(C(=N2)C2=C(C=CC=C2)C2=NN(C(O2)=O)C)C(C)(C)C)C=C1 (5-{2-[5-(2-Amino-pyrimidin-5-yl)-1-tert-butyl-1H-benzimidazol-2-yl]-phenyl}-3-methyl-3H-[1,3,4]oxadiazol-2-one). The yield is 25.3%. As a reaction SMILES: Br[C:2]1[CH:27]=[CH:26][C:5]2[N:6]([C:22]([CH3:25])([CH3:24])[CH3:23])[C:7]([C:9]3[CH:14]=[CH:13][CH:12]=[CH:11][C:10]=3[C:15]3[O:19][C:18](=[O:20])[N:17]([CH3:21])[N:16]=3)=[N:8][C:4]=2[CH:3]=1.[NH2:28][C:29]1[N:34]=[CH:33][C:32](B2OC(C)(C)C(C)(C)O2)=[CH:31][N:30]=1.C([O-])([O-])=O.[Na+].[Na+]>CN(C=O)C.CCOC(C)=O.C1C=CC([P]([Pd]([P](C2C=CC=CC=2)(C2C=CC=CC=2)C2C=CC=CC=2)([P](C2C=CC=CC=2)(C2C=CC=CC=2)C2C=CC=CC=2)[P](C2C=CC=CC=2)(C2C=CC=CC=2)C2C=CC=CC=2)(C2C=CC=CC=2)C2C=CC=CC=2)=CC=1>[NH2:28][C:29]1[N:34]=[CH:33][C:32]([C:2]2[CH:27]=[CH:26][C:5]3[N:6]([C:22]([CH3:23])([CH3:25])[CH3:24])[C:7]([C:9]4[CH:14]=[CH:13][CH:12]=[CH:11][C:10]=4[C:15]4[O:19][C:18](=[O:20])[N:17]([CH3:21])[N:16]=4)=[N:8][C:4]=3[CH:3]=2)=[CH:31][N:30]=1 |f:2.3.4,^1:64,66,85,104|. Reported procedure: To a sealed vial is added 5-[2-(5-bromo-1-tert-butyl-1H-benzimidazol-2-yl)-phenyl]-3-methyl-3H-[1,3,4]oxadiazol-2-one (92 mg, 0.215 mmol) in DMF (3 mL), followed by the addition of 2-aminopyrimidine-5-boronic acid pinacol ester (57 mg, 0.258 mmol), tetrakis(triphenylphosphine)palladium(0) (25 mg, 0.022 mmol) and 2M aq. Na2CO3 (0.45 ml, 0.9 mmol). The reaction mixture is heated under Argon at 110° C. for 3 hours. The residue is diluted with EtOAc (20 mL), washed with brine, dried under anhydrous ... Reactants: COC=1C=C(C(=O)N2CC(CC2)(CCOS(=O)(=O)C)C2=CC=C(C=C2)F)C=C(C1OC)OC (1-(3,4,5-trimethoxybenzoyl)-3-(4-fluorophenyl)-3-(2-methanesulfonyloxyethyl)pyrrolidine), I.N1C(=NC2=C1C=CC=C2)NC2CCNCC2 ((1H-benzimidazol-2-yl)(piperidin-4-yl)amine hydriodic acid salt). Solvent: C(C)(=O)OCC.CCCCCC (ethyl acetate hexane). Yields the product COC=1C=C(C(=O)N2CC(CC2)(C2=CC=C(C=C2)F)CCN2CCC(CC2)NC2=NC3=C(N2)C=CC=C3)C=C(C1OC)OC (1-(3,4,5-trimethoxybenzoyl)-3-(2-(4-(1H-benzimidazol-2-yl-amino)piperidin-1-yl)ethyl)-3-(4-fluorophenyl)pyrrolidine). Reaction SMILES: [CH3:1][O:2][C:3]1[CH:4]=[C:5]([CH:27]=[C:28]([O:32][CH3:33])[C:29]=1[O:30][CH3:31])[C:6]([N:8]1[CH2:12][CH2:11][C:10]([C:20]2[CH:25]=[CH:24][C:23]([F:26])=[CH:22][CH:21]=2)([CH2:13][CH2:14]OS(C)(=O)=O)[CH2:9]1)=[O:7].I.[NH:35]1[C:39]2[CH:40]=[CH:41][CH:42]=[CH:43][C:38]=2[N:37]=[C:36]1[NH:44][CH:45]1[CH2:50][CH2:49][NH:48][CH2:47][CH2:46]1>C(OCC)(=O)C.CCCCCC>[CH3:1][O:2][C:3]1[CH:4]=[C:5]([CH:27]=[C:28]([O:32][CH3:33])[C:29]=1[O:30][CH3:31])[C:6]([N:8]1[CH2:12][CH2:11][C:10]([CH2:13][CH2:14][N:48]2[CH2:47][CH2:46][CH:45]([NH:44][C:36]3[NH:35][C:39]4[CH:40]=[CH:41][CH:42]=[CH:43][C:38]=4[N:37]=3)[CH2:50][CH2:49]2)([C:20]2[CH:21]=[CH:22][C:23]([F:26])=[CH:24][CH:25]=2)[CH2:9]1)=[O:7] |f:1.2,3.4|. Reported procedure: Prepare by the method of Example 4.1 using 1-(3,4,5-trimethoxybenzoyl)-3-(4-fluorophenyl)-3-(2-methanesulfonyloxyethyl)pyrrolidine (2.65 g, 5.5 mmol) (prepared from (+)-1-(3,4,5-trimethoxybenzoyl)-3-(4-fluorophenyl)-3-(2-hydroxyethyl)pyrrolidine) and (1H-benzimidazol-2-yl)(piperidin-4-yl)amine hydriodic acid salt (3.9 g, 8.25 mmol) to give, after chromatography on silica gel eluting with methanol/ethyl acetate 1/1, the title compound. Starting materials: CS(=O)(=O)Cl, Nc1cc(-c2c(-c3ccccc3)c3cc(Cl)ccc3[nH]c2=O)on1, c1ccncc1. Product: CS(=O)(=O)Nc1cc(-c2c(-c3ccccc3)c3cc(Cl)ccc3[nH]c2=O)on1. As a reaction SMILES: [CH3:25][S:26]([Cl:27])(=[O:28])=[O:29].[NH2:1][c:2]1[n:3][o:4][c:5](-[c:7]2[c:8](=[O:24])[nH:9][c:10]3[cH:11][cH:12][c:13]([Cl:23])[cH:14][c:15]3[c:16]2-[c:17]2[cH:18][cH:19][cH:20][cH:21][cH:22]2)[cH:6]1.[cH:30]1[cH:31][cH:32][n:33][cH:34][cH:35]1>>[NH:1]([c:2]1[n:3][o:4][c:5](-[c:7]2[c:8](=[O:24])[nH:9][c:10]3[cH:11][cH:12][c:13]([Cl:23])[cH:14][c:15]3[c:16]2-[c:17]2[cH:18][cH:19][cH:20][cH:21][cH:22]2)[cH:6]1)[S:26]([CH3:25])(=[O:28])=[O:29]. The reactants are CC(C=O)CCCCCCCCC (2-Methylundecanal), C(COCCOCCO)O (triethylene glycol). The reagents and catalysts are [Pd] (Pd/C). Run at temperature 200 celsius, time 3 hour. The product is CC(C=O)CCCCCCCCC.C(COCCOCCO)O (2-Methylundecanal Triethylene Glycol). Reaction SMILES: [CH3:1][CH:2]([CH2:5][CH2:6][CH2:7][CH2:8][CH2:9][CH2:10][CH2:11][CH2:12][CH3:13])[CH:3]=[O:4].[CH2:14]([OH:23])[CH2:15][O:16][CH2:17][CH2:18][O:19][CH2:20][CH2:21][OH:22]>[Pd]>[CH3:1][CH:2]([CH2:5][CH2:6][CH2:7][CH2:8][CH2:9][CH2:10][CH2:11][CH2:12][CH3:13])[CH:3]=[O:4].[CH2:14]([OH:23])[CH2:15][O:16][CH2:17][CH2:18][O:19][CH2:20][CH2:21][OH:22] |f:3.4|. Procedure details: 2-Methylundecanal (4.61 g, 5.55 ml, 0.025 mol), triethylene glycol (75.1 g, 66.8 ml, 0.5 mol) and 10% Pd/C (0.3 g, 6.5 wt % to n-decanal) are charged to a 150 ml Parr reactor. The system is purged with nitrogen three times. Then 500 psi of hydrogen are charged, the reactor is heated to 200° C., and the hydrogen pressure is adjusted to 1000 psi. After 3 hours at 200° C. and 1000 psi, GC analysis shows 99.7% conversion of 2-methyl-undecanal and detects 11-methyl-3,6,9-trioxa-1-eicosanol (76.3%) an... Starting materials: C(C)OC=1C=C(C=CC1OC)[C@@H](CC(=O)O)N1C(C2=CC=CC=C2C1)=O ((3R)-3-(3-ethoxy-4-methoxyphenyl)-3-(1-oxoisoindolinyl)propanoic acid), C(=O)(N1C=NC=C1)N1C=NC=C1 (carbonyldiimidazole), Cl.NO (hydroxylamine hydrochloride). The solvent is O1CCCC1 (tetrahydrofuran). Yields the product C(C)OC=1C=C(C=CC1OC)[C@@H](CC(=O)NO)N1C(C2=CC=CC=C2C1)=O ((3R)-3-(3-ethoxy-4-methoxyphenyl)-N-hydroxy-3-(1-oxoisoindolinyl)propionamide). Isolated yield 66.2%. As a reaction SMILES: [CH2:1]([O:3][C:4]1[CH:5]=[C:6]([C@H:12]([N:17]2[CH2:25][C:24]3[C:19](=[CH:20][CH:21]=[CH:22][CH:23]=3)[C:18]2=[O:26])[CH2:13][C:14](O)=[O:15])[CH:7]=[CH:8][C:9]=1[O:10][CH3:11])[CH3:2].C(N1C=CN=C1)(N1C=CN=C1)=O.Cl.[NH2:40][OH:41]>O1CCCC1>[CH2:1]([O:3][C:4]1[CH:5]=[C:6]([C@H:12]([N:17]2[CH2:25][C:24]3[C:19](=[CH:20][CH:21]=[CH:22][CH:23]=3)[C:18]2=[O:26])[CH2:13][C:14]([NH:40][OH:41])=[O:15])[CH:7]=[CH:8][C:9]=1[O:10][CH3:11])[CH3:2] |f:2.3|. Reported procedure: (3R)-3-(3-Ethoxy-4-methoxyphenyl)-N-hydroxy-3-(1-oxoisoindolinyl)propionamide was prepared by the procedure of Example 1 from (3R)-3-(3-ethoxy-4-methoxyphenyl)-3-(1-oxoisoindolinyl)propanoic acid (3.48 g, 9.79 mmol), carbonyldiimidazole (1.91 g, 11.8 mmol) and hydroxylamine hydrochloride (0.95 g, 13.7 mmol) in tetrahydrofuran (10 mL) to afford (3R)-3-(3-ethoxy-4-methoxyphenyl)-N-hydroxy-3-(1-oxoisoindolinyl)propionamide as a white solid (2.4 g, 69% yield): mp, 183.5–184.5° C.; 1H NMR (DMSO-d6) δ... Starting materials: CCOC(C)=O, CCO, CCOC(=O)CCCOc1cnc(N(Cc2cc(C(F)(F)F)cc(C(F)(F)F)c2)Cc2cc(C(F)(F)F)ccc2N(C)C)nc1, [Na+], [OH-]. Yields the product CN(C)c1ccc(C(F)(F)F)cc1CN(Cc1cc(C(F)(F)F)cc(C(F)(F)F)c1)c1ncc(OCCCC(=O)O)cn1. RXN SMILES: [CH3:48][CH2:49][O:50][C:51](=[O:52])[CH3:53].[CH3:54][CH2:55][OH:56].[F:1][C:2]([c:3]1[cH:4][c:5]([CH2:6][N:7]([c:8]2[n:9][cH:10][c:11]([O:14][CH2:15][CH2:16][CH2:17][C:18](=[O:19])[O:20][CH2:21][CH3:22])[cH:12][n:13]2)[CH2:23][c:24]2[c:25]([N:34]([CH3:35])[CH3:36])[cH:26][cH:27][c:28]([C:30]([F:31])([F:32])[F:33])[cH:29]2)[cH:37][c:38]([C:40]([F:41])([F:42])[F:43])[cH:39]1)([F:44])[F:45].[Na+:47].[OH-:46]>>[F:1][C:2]([c:3]1[cH:4][c:5]([CH2:6][N:7]([c:8]2[n:9][cH:10][c:11]([O:14][CH2:15][CH2:16][CH2:17][C:18](=[O:19])[OH:20])[cH:12][n:13]2)[CH2:23][c:24]2[c:25]([N:34]([CH3:35])[CH3:36])[cH:26][cH:27][c:28]([C:30]([F:31])([F:32])[F:33])[cH:29]2)[cH:37][c:38]([C:40]([F:41])([F:42])[F:43])[cH:39]1)([F:44])[F:45]. The reactants are NC1=NC=CC=C1 (2-aminopyridine), C(C1=CC(=CC=C1)OC)(=O)Cl (m-anisoyl chloride). Product: COC=1C=C(C(=O)NC2=NC=CC=C2)C=CC1 (3-Methoxy-N-(2-pyridyl)benzamide). The yield is 21.0%. Reaction SMILES: [NH2:1][C:2]1[CH:7]=[CH:6][CH:5]=[CH:4][N:3]=1.[C:8](Cl)(=[O:17])[C:9]1[CH:14]=[CH:13][CH:12]=[C:11]([O:15][CH3:16])[CH:10]=1>>[CH3:16][O:15][C:11]1[CH:10]=[C:9]([CH:14]=[CH:13][CH:12]=1)[C:8]([NH:1][C:2]1[CH:7]=[CH:6][CH:5]=[CH:4][N:3]=1)=[O:17]. Procedure: Using 2-aminopyridine (670 mg, 7.12 mmol) and m-anisoyl chloride (1.2 ml, 8.55 mmol), the procedure of Reference Example 13 was repeated to obtain 341 mg (21.0%) of the title compound in the form of light yellow oil. Yields the product Cc1cc(F)ccc1Nc1ccc(C(=O)c2cc(N)ccc2C)c(Cl)c1. RXN SMILES: [Cl:29][c:30]1[c:31]([C:45](=[O:46])[c:47]2[c:48]([CH3:56])[cH:49][cH:50][c:51]([N+:53]([O-:54])=[O:55])[cH:52]2)[cH:32][cH:33][c:34]([NH:36][c:37]2[c:38]([CH3:44])[cH:39][c:40]([F:43])[cH:41][cH:42]2)[cH:35]1.[NH2:1][c:2]1[cH:3][cH:4][c:5]([CH3:6])[c:7]([C:8]([c:9]2[cH:10][cH:11][c:12]([NH:13][c:14]3[cH:15][cH:16][c:17]([C:18]([F:19])([F:20])[F:21])[cH:22][cH:23]3)[cH:24][c:25]2[Cl:26])=[O:27])[cH:28]1>>[Cl:29][c:30]1[c:31]([C:45](=[O:46])[c:47]2[c:48]([CH3:56])[cH:49][cH:50][c:51]([NH2:53])[cH:52]2)[cH:32][cH:33][c:34]([NH:36][c:37]2[c:38]([CH3:44])[cH:39][c:40]([F:43])[cH:41][cH:42]2)[cH:35]1. The reactants are Cc1cc(F)ccc1Nc1ccc(C(=O)c2cc([N+](=O)[O-])ccc2C)c(Cl)c1, Cc1ccc(N)cc1C(=O)c1ccc(Nc2ccc(C(F)(F)F)cc2)cc1Cl.